Dataset: the Open Reaction Database (ORD), a public repository of structured organic reaction records. Task: describe an organic reaction: reactants, conditions, products, and yield Starting materials: [H-].[Na+] (sodium hydride), O (water), CCOC(=O)C(C)P(=O)(OCC)OCC (triethyl 2-phosphonopropionate), C(C)C1=C2C(=C(C=C(C2=CC=C1)C=O)OC)OCOC (5-ethyl-3-methoxy-4-methoxymethoxy-1-naphthalenecarbaldehyde). Solvent: CN(C=O)C (N,N-dimethylformamide). Conditions: time 1 hour. Yields the product C(C)C1=C2C(=C(C=C(C2=CC=C1)/C=C(/C(=O)OCC)\C)OC)OCOC (ethyl (E)-3-(5-ethyl-3-methoxy-4-methoxymethoxy-1-naphthyl)-2-methylpropenoate). Isolated yield 97.5%. RXN SMILES: [H-].[Na+].[CH3:3][CH2:4][O:5][C:6]([CH:8](P(OCC)(OCC)=O)[CH3:9])=[O:7].[CH2:18]([C:20]1[CH:29]=[CH:28][CH:27]=[C:26]2[C:21]=1[C:22]([O:34][CH2:35][O:36][CH3:37])=[C:23]([O:32][CH3:33])[CH:24]=[C:25]2[CH:30]=O)[CH3:19].O>CN(C)C=O>[CH2:18]([C:20]1[CH:29]=[CH:28][CH:27]=[C:26]2[C:21]=1[C:22]([O:34][CH2:35][O:36][CH3:37])=[C:23]([O:32][CH3:33])[CH:24]=[C:25]2/[CH:30]=[C:8](\[CH3:9])/[C:6]([O:5][CH2:4][CH3:3])=[O:7])[CH3:19] |f:0.1|. Procedure details: 36 g of 60% sodium hydride was suspended in 500 ml of N,N-dimethylformamide and 268 g of triethyl 2-phosphonopropionate was added at ice bath temperature. After stirring at room temperature for 1 hour, a solution of 206 g of 5-ethyl-3-methoxy-4-methoxymethoxy-1-naphthalenecarbaldehyde was added. After stirring at room temperature for 15 minutes, ice cooled water was gradually added at ice bath temperature. The mixture was extracted with ethyl acetate and the combined organic layer was washed wit...